This data is from the Open Reaction Database (ORD), a public repository of structured organic reaction records. The task is: describe an organic reaction: reactants, conditions, products, and yield Reactants: C(C)(=O)SCSC1=NC=CC=C1 (2-acetylthiomethylthiopyridine), C1(=CC=CC=C1)C(C1=CC=CC=C1)OC(=O)C1=C(CS[C@H]2N1C([C@H]2NC(\C(=N/OC(C2=CC=CC=C2)(C2=CC=CC=C2)C2=CC=CC=C2)\C=2N=C(SC2)NC(=O)OC(C)(C)C)=O)=O)OS(=O)(=O)C (7β-[(Z)-2-(2-t-butoxycarbonylaminothiazol-4-yl)-2-trityloxyiminoacetamido]-3-methanesulfonyloxy-3-cephem-4-carboxylic acid diphenylmethyl ester), Cl (hydrochloric acid), C[O-].[Na+].CO (sodium methoxide methanol). Solvent: CN(C=O)C (dimethylformamide), O1CCCC1 (tetrahydrofuran), O (water), CN(C=O)C (dimethylformamide). Run at temperature -78 celsius, time 15 minute. The product is C1(=CC=CC=C1)C(C1=CC=CC=C1)OC(=O)C1=C(CS[C@H]2N1C([C@H]2NC(\C(=N/OC(C2=CC=CC=C2)(C2=CC=CC=C2)C2=CC=CC=C2)\C=2N=C(SC2)NC(=O)OC(C)(C)C)=O)=O)SCSC2=NC=CC=C2 (7β-[(Z)-2-(2-t-butoxycarbonylaminothiazol-4-yl)-2-trityloxyiminoacetamido]-3-(pyrid-2-ylthiomethylthio)-3-cephem-4-carboxylic acid diphenylmethyl ester). The yield is 145.8%. Reaction SMILES: C([S:4][CH2:5][S:6][C:7]1[CH:12]=[CH:11][CH:10]=[CH:9][N:8]=1)(=O)C.C[O-].[Na+].CO.[C:18]1([CH:24]([O:31][C:32]([C:34]2[N:39]3[C:40](=[O:80])[C@@H:41]([NH:42][C:43](=[O:79])/[C:44](/[C:66]4[N:67]=[C:68]([NH:71][C:72]([O:74][C:75]([CH3:78])([CH3:77])[CH3:76])=[O:73])[S:69][CH:70]=4)=[N:45]\[O:46][C:47](C4C=CC=CC=4)([C:54]4[CH:59]=[CH:58][CH:57]=[CH:56][CH:55]=4)[C:48]4[CH:53]=[CH:52][CH:51]=[CH:50][CH:49]=4)[C@H:38]3[S:37][CH2:36][C:35]=2OS(C)(=O)=O)=[O:33])C2C=CC=CC=2)[CH:23]=[CH:22][CH:21]=[CH:20][CH:19]=1.Cl>CN(C)C=O.O1CCCC1.O>[C:18]1([CH:24]([O:31][C:32]([C:34]2[N:39]3[C:40](=[O:80])[C@@H:41]([NH:42][C:43](=[O:79])/[C:44](/[C:66]4[N:67]=[C:68]([NH:71][C:72]([O:74][C:75]([CH3:77])([CH3:76])[CH3:78])=[O:73])[S:69][CH:70]=4)=[N:45]\[O:46][C:47]([C:48]4[CH:53]=[CH:52][CH:51]=[CH:50][CH:49]=4)([C:48]4[CH:53]=[CH:52][CH:51]=[CH:50][CH:49]=4)[C:54]4[CH:59]=[CH:58][CH:57]=[CH:56][CH:55]=4)[C@H:38]3[S:37][CH2:36][C:35]=2[S:4][CH2:5][S:6][C:7]2[CH:12]=[CH:11][CH:10]=[CH:9][N:8]=2)=[O:33])[C:18]2[CH:23]=[CH:22][CH:21]=[CH:20][CH:19]=2)[CH:23]=[CH:22][CH:21]=[CH:20][CH:19]=1 |f:1.2.3|. Procedure: To a solution of 2-acetylthiomethylthiopyridine (249 mg: 1.25 mMol.) in a mixture of dimethylformamide (4 ml) and tetrahydrofuran (2 ml) cooling at -78° C. is added dropwise 1.26N-sodium methoxide-methanol solution (0.87 ml: 1.10 mMol.), and the mixture is stirred at -78° C. for 15 minutes. To this reaction mixture is added a solution of 7β-[(Z)-2-(2-t-butoxycarbonylaminothiazol-4-yl)-2-trityloxyiminoacetamido]-3-methanesulfonyloxy-3-cephem-4-carboxylic acid diphenylmethyl ester (971 mg: 1.00 mM... Starting materials: C(#N)CCOC(\C=C(\C)/N)=O (3-aminocrotonate 2-cyanoethyl ester), C(C1=CC=CC=C1)OC(CC(=O)COCCCl)=O (4-(2-chloroethoxy) acetoacetic acid benzyl ester), ClC=1C=C(C=O)C=CC1 (3-chlorobenzaldehyde), N1CCCCC1 (piperidine). The solvent is CC(C)O (2-propanol), C(C)(=O)O (acetic acid). Conditions: temperature 50 celsius, time 48 hour. Product: C(#N)CCOC(=O)C=1C(C(=C(NC1C)COCCCl)C(=O)OCC1=CC=CC=C1)C1=CC(=CC=C1)Cl (2-(2-chloroethoxy) methyl-4-(3-chlorophenyl)-6-methyl-1,4-dihydropyridine-3,5-dicarboxylic acid 3-benzyl ester 5-(2-cyanoethyl) ester). RXN SMILES: [CH2:1]([O:8][C:9](=[O:18])[CH2:10][C:11]([CH2:13][O:14][CH2:15][CH2:16][Cl:17])=O)[C:2]1[CH:7]=[CH:6][CH:5]=[CH:4][CH:3]=1.[Cl:19][C:20]1[CH:21]=[C:22]([CH:25]=[CH:26][CH:27]=1)[CH:23]=O.N1CCCCC1.[C:34]([CH2:36][CH2:37][O:38][C:39](=[O:44])/[CH:40]=[C:41](\[NH2:43])/[CH3:42])#[N:35]>CC(O)C.C(O)(=O)C>[C:34]([CH2:36][CH2:37][O:38][C:39]([C:40]1[CH:23]([C:22]2[CH:25]=[CH:26][CH:27]=[C:20]([Cl:19])[CH:21]=2)[C:10]([C:9]([O:8][CH2:1][C:2]2[CH:7]=[CH:6][CH:5]=[CH:4][CH:3]=2)=[O:18])=[C:11]([CH2:13][O:14][CH2:15][CH2:16][Cl:17])[NH:43][C:41]=1[CH3:42])=[O:44])#[N:35]. Procedure details: 500 mg (1.90 mmol) of 4-(2-chloroethoxy) acetoacetic acid benzyl ester, 260 mg (1.90 mmol) of 3-chlorobenzaldehyde, acetic acid and piperidine were heated and stirred at room temperature for 24 hours in 3 ml of 2-propanol. 280 mg (1.90 mmol) of 3-aminocrotonate 2-cyanoethyl ester was added and further heated and stirred at 50° C. for 48 hours. 2-propanol was evaporated under reduced pressure. The residue was purified by the silica gel chromatography (hexane/ethyl acetate=1/1) to obtain the title... Yields the product COC1Cc2ccccc2C1Nc1cc(OC2CC(O)C(COS(N)(=O)=O)C2)ncn1. As a reaction SMILES: [CH2:52]1[O:53][CH2:54][CH2:55][CH2:56]1.[FH:39].[S:1]([NH2:2])([O:3][CH2:4][CH:5]1[CH:6]([O:29][Si:30]([C:31]([CH3:32])([CH3:33])[CH3:34])([CH3:35])[CH3:36])[CH2:7][CH:8]([O:10][c:11]2[n:12][cH:13][n:14][c:15]([NH:17][CH:18]3[CH:19]([O:27][CH3:28])[CH2:20][c:21]4[cH:22][cH:23][cH:24][cH:25][c:26]43)[cH:16]2)[CH2:9]1)(=[O:37])=[O:38].[cH:46]1[cH:47][cH:48][n:49][cH:50][cH:51]1.[n:40]1[cH:41][cH:42][cH:43][cH:44][cH:45]1>>[S:1]([NH2:2])([O:3][CH2:4][CH:5]1[CH:6]([OH:29])[CH2:7][CH:8]([O:10][c:11]2[n:12][cH:13][n:14][c:15]([NH:17][CH:18]3[CH:19]([O:27][CH3:28])[CH2:20][c:21]4[cH:22][cH:23][cH:24][cH:25][c:26]43)[cH:16]2)[CH2:9]1)(=[O:37])=[O:38]. Starting materials: C1CCOC1, F, COC1Cc2ccccc2C1Nc1cc(OC2CC(COS(N)(=O)=O)C(O[Si](C)(C)C(C)(C)C)C2)ncn1, c1ccncc1, c1ccncc1. Reactants: C1(=CC=CC=C1)CC(=O)NC1[C@@H]2N(C(=C(CS2)\C=C/C2CC2)C(=O)OC(C2=CC=CC=C2)C2=CC=CC=C2)C1=O (benzhydryl 7-phenylacetamido-3-[(Z)-2-cyclopropyl-vinyl]-3-cephem-4-carboxylate), C(C)(C)OC(C)C (diisopropyl ether), FC(C(=O)O)(F)F (trifluoroacetic acid), O (water). Run in C(Cl)Cl (methylene chloride), C1(=CC=CC=C1)OC (anisole). Conditions: temperature 0 celsius, time 30 minute. Product: C1(=CC=CC=C1)CC(=O)NC1[C@@H]2N(C(=C(CS2)\C=C/C2CC2)C(=O)O)C1=O (7-Phenylacetamido-3-[(Z)-2-cyclopropylvinyl]-3-cephem-4-carboxylic acid). As a reaction SMILES: [C:1]1([CH2:7][C:8]([NH:10][CH:11]2[C:39](=[O:40])[N:13]3[C:14]([C:23]([O:25]C(C4C=CC=CC=4)C4C=CC=CC=4)=[O:24])=[C:15](/[CH:18]=[CH:19]\[CH:20]4[CH2:22][CH2:21]4)[CH2:16][S:17][C@H:12]23)=[O:9])[CH:6]=[CH:5][CH:4]=[CH:3][CH:2]=1.FC(F)(F)C(O)=O.O.C(OC(C)C)(C)C>C(Cl)Cl.C1(OC)C=CC=CC=1>[C:1]1([CH2:7][C:8]([NH:10][CH:11]2[C:39](=[O:40])[N:13]3[C:14]([C:23]([OH:25])=[O:24])=[C:15](/[CH:18]=[CH:19]\[CH:20]4[CH2:22][CH2:21]4)[CH2:16][S:17][C@H:12]23)=[O:9])[CH:6]=[CH:5][CH:4]=[CH:3][CH:2]=1. Procedure details: 12.5 g (0.0227 mmol) of benzhydryl 7-phenylacetamido-3-[(Z)-2-cyclopropyl-vinyl]-3-cephem-4-carboxylate are dissolved in 23 ml of methylene chloride with the addition of 7.2 ml of anisole, the solution is cooled to 0° C. and 23 ml of trifluoroacetic acid are added. The mixture is stirred at 0° C. for 30 minutes and 46 ml of water are then added. 400 ml of diisopropyl ether are subsequently added to he reaction solution and the mixture is stirred at 0° C. for 30 minutes. The product which has cry...